This data is from the Open Reaction Database (ORD), a public repository of structured organic reaction records. The task is: describe an organic reaction: reactants, conditions, products, and yield Reactants: CCO, CCOC(=O)c1nc(C2=CCC3(CC2)OCCO3)ccc1N. The product is CCOC(=O)c1nc(C2CCC3(CC2)OCCO3)ccc1N. As a reaction SMILES: [CH3:23][CH2:24][OH:25].[NH2:1][c:2]1[c:3]([C:18](=[O:19])[O:20][CH2:21][CH3:22])[n:4][c:5]([C:8]2=[CH:9][CH2:10][C:11]3([O:12][CH2:13][CH2:14][O:15]3)[CH2:16][CH2:17]2)[cH:6][cH:7]1>>[NH2:1][c:2]1[c:3]([C:18](=[O:19])[O:20][CH2:21][CH3:22])[n:4][c:5]([CH:8]2[CH2:9][CH2:10][C:11]3([O:12][CH2:13][CH2:14][O:15]3)[CH2:16][CH2:17]2)[cH:6][cH:7]1.